Dataset: the Open Reaction Database (ORD), a public repository of structured organic reaction records. Task: describe an organic reaction: reactants, conditions, products, and yield The reactants are CC1=NNC(=C1)C (3,5-dimethyl-1H-pyrazole), C([O-])([O-])=O.[Cs+].[Cs+] (caesium carbonate), OC1=C(C=NO)C=CC=C1 (2-hydroxybenzaldehyde-oxime), FC1=C(CN2N=C(C=3C2=NC=CC3)C=3N=C(C2=C(N3)NC(C2(C)C)=O)I)C=CC=C1 (2-[1-(2-Fluorobenzyl)-1H-pyrazolo[3,4-b]pyridin-3-yl]-4-iodo-5,5-dimethyl-5,7-dihydro-6H-pyrrolo[2,3-d]pyrimidin-6-one), CC1=NNC(=C1)C (3,5-dimethyl-1H-pyrazole). The reagents and catalysts are [Cu-]=O (copper(I) oxide). The solvent is C(C)#N (acetonitrile). Reaction conditions: temperature 150 celsius. Product: CC1=NN(C(=C1)C)C=1C2=C(N=C(N1)C1=NN(C3=NC=CC=C31)CC3=C(C=CC=C3)F)NC(C2(C)C)=O (4-(3,5-Dimethyl-1H-pyrazol-1-yl)-2-[1-(2-fluorobenzyl)-1H-pyrazolo[3,4-b]pyridin-3-yl]-5,5-dimethyl-5,7-dihydro-6H-pyrrolo[2,3-d]pyrimidin-6-one). RXN SMILES: [F:1][C:2]1[CH:30]=[CH:29][CH:28]=[CH:27][C:3]=1[CH2:4][N:5]1[C:9]2=[N:10][CH:11]=[CH:12][CH:13]=[C:8]2[C:7]([C:14]2[N:15]=[C:16](I)[C:17]3[C:22]([CH3:24])([CH3:23])[C:21](=[O:25])[NH:20][C:18]=3[N:19]=2)=[N:6]1.[CH3:31][C:32]1[CH:36]=[C:35]([CH3:37])[NH:34][N:33]=1.C(=O)([O-])[O-].[Cs+].[Cs+].OC1C=CC=CC=1C=NO>C(#N)C.[Cu-]=O>[CH3:31][C:32]1[CH:36]=[C:35]([CH3:37])[N:34]([C:16]2[C:17]3[C:22]([CH3:24])([CH3:23])[C:21](=[O:25])[NH:20][C:18]=3[N:19]=[C:14]([C:7]3[C:8]4[C:9](=[N:10][CH:11]=[CH:12][CH:13]=4)[N:5]([CH2:4][C:3]4[CH:27]=[CH:28][CH:29]=[CH:30][C:2]=4[F:1])[N:6]=3)[N:15]=2)[N:33]=1 |f:2.3.4|. Procedure: Under argon atmosphere, 150 mg (purity 62%, 0.18 mmol) of 2-[1-(2-fluorobenzyl)-1H-pyrazolo[3,4-b]pyridin-3-yl]-4-iodo-5,5-dimethyl-5,7-dihydro-6H-pyrrolo[2,3-d]pyrimidin-6-one (example 15A) was suspended in 2 ml of absolute acetonitrile, and 26 mg (0.27 mmol) of 3,5-dimethyl-1H-pyrazole, 118 mg (0.36 mmol) of caesium carbonate, 5 mg (0.04 mmol) of copper(I) oxide and 20 mg (0.15 mmol) of 2-hydroxybenzaldehyde-oxime were added. The mixture was heated in the microwave for 1 h at 150° C. Then 346 ... Procedure details: To a solution of 2-[(4-chloro-benzyl)-pyrrolidin-3-yl-amino]acetamide (0.21 g, 0.8 mmol) in acetonitrile:water (4:1) was added potassium carbonate (0.6 mmol) and (E)-2-[5-(3-bromo-propylidene)-5,11-dihydro-10-oxa-1-aza-dibenzo[a,d]cyclohepten-7-yl]-propan-2-ol (0.15 g, 0.4 mmol) and the resulting mixture was stirred at 50° C. for 24 h. The reaction mixture was concentrated in vacuo, diluted with ethyl acetate, and dried over sodium sulfate. The crude product was purified by HPLC. 1H-NMR (CDCl3) ... Yields the product ClC1=CC=C(CN(CC(=O)N)C2CN(CC2)CCC=C2C3=C(OCC4=C2C=CC=N4)C=CC(=C3)C(C)(C)O)C=C1 (2-[(4-Chloro-benzyl)-(1-{3-[7-(1-hydroxy-1-methyl-ethyl)-11H-10-oxa-1-aza dibenzo[a,d]cyclohepten-5-ylidene]-propyl}-pyrrolidin-3-yl)-amino]-acetamide). Run in C(C)#N.O (acetonitrile water). Reaction conditions: temperature 50 celsius, time 24 hour. Starting materials: ClC1=CC=C(CN(CC(=O)N)C2CNCC2)C=C1 (2-[(4-chloro-benzyl)-pyrrolidin-3-yl-amino]acetamide), C([O-])([O-])=O.[K+].[K+] (potassium carbonate), BrCC\C=C/1\C2=C(OCC3=C1C=CC=N3)C=CC(=C2)C(C)(C)O ((E)-2-[5-(3-bromo-propylidene)-5,11-dihydro-10-oxa-1-aza-dibenzo[a,d]cyclohepten-7-yl]-propan-2-ol). Reaction SMILES: [Cl:1][C:2]1[CH:18]=[CH:17][C:5]([CH2:6][N:7]([CH:12]2[CH2:16][CH2:15][NH:14][CH2:13]2)[CH2:8][C:9]([NH2:11])=[O:10])=[CH:4][CH:3]=1.C(=O)([O-])[O-].[K+].[K+].Br[CH2:26][CH2:27]/[CH:28]=[C:29]1/[C:30]2[CH:43]=[C:42]([C:44]([OH:47])([CH3:46])[CH3:45])[CH:41]=[CH:40][C:31]=2[O:32][CH2:33][C:34]2[N:39]=[CH:38][CH:37]=[CH:36][C:35]/1=2>C(#N)C.O>[Cl:1][C:2]1[CH:18]=[CH:17][C:5]([CH2:6][N:7]([CH:12]2[CH2:16][CH2:15][N:14]([CH2:26][CH2:27][CH:28]=[C:29]3[C:35]4[CH:36]=[CH:37][CH:38]=[N:39][C:34]=4[CH2:33][O:32][C:31]4[CH:40]=[CH:41][C:42]([C:44]([OH:47])([CH3:46])[CH3:45])=[CH:43][C:30]3=4)[CH2:13]2)[CH2:8][C:9]([NH2:11])=[O:10])=[CH:4][CH:3]=1 |f:1.2.3,5.6|. Reactants: COC1=CC2=C(C(=CO2)CC(=O)OC)C=C1 (methyl 2-(6-methoxybenzofuran-3-yl)acetate), SeO2, O1CCOCC1 (1,4-dioxane). Product: COC1=CC2=C(C(=CO2)C(C(=O)OC)=O)C=C1 (methyl 2-(6-methoxybenzofuran-3-yl)-2-oxoacetate). The yield is 85.0%. RXN SMILES: [CH3:1][O:2][C:3]1[CH:16]=[CH:15][C:6]2[C:7]([CH2:10][C:11]([O:13][CH3:14])=[O:12])=[CH:8][O:9][C:5]=2[CH:4]=1.[O:17]1CCOCC1>>[CH3:1][O:2][C:3]1[CH:16]=[CH:15][C:6]2[C:7]([C:10](=[O:17])[C:11]([O:13][CH3:14])=[O:12])=[CH:8][O:9][C:5]=2[CH:4]=1. Procedure details: A mixture of methyl 2-(6-methoxybenzofuran-3-yl)acetate (0.500 g, 2.27 mmol) and SeO2 (0.303 g, 2.73 mmol) in 1,4-dioxane (10 mL) was refluxed for 2 days and then filtered. The filtrate was concentrated in vacuo and the residue was purified on a silica gel column to give methyl 2-(6-methoxybenzofuran-3-yl)-2-oxoacetate (0.452 g, 85%) Reactants: C(CCCCCCCCC(=O)OC1CC(NC(C1)(C)C)(C)C)(=O)OC1CC(NC(C1)(C)C)(C)C (di-(2,2,6,6-tetramethylpiperidin-4-yl) sebacate), C(C)(C)(C)OO (t-butyl hydroperoxide). Reagents/catalysts: [Mo](=O)(=O)=O (molybdenum trioxide). Solvent: C1CCCCC1 (cyclohexane), C1CCCCC1 (cyclohexane). Conditions: temperature 140 celsius, time 2 hour. The product is C(CCCCCCCCC(=O)OC1CC(N(C(C1)(C)C)OC1CCCCC1)(C)C)(=O)OC1CC(N(C(C1)(C)C)OC1CCCCC1)(C)C (Di-(1-cyclohexyloxy-2,2,6,6-tetramethylpiperidin-4-yl) Sebacate). The yield is 126.4%. As a reaction SMILES: [C:1]([O:24][CH:25]1[CH2:30][C:29]([CH3:32])([CH3:31])[NH:28][C:27]([CH3:34])([CH3:33])[CH2:26]1)(=[O:23])[CH2:2][CH2:3][CH2:4][CH2:5][CH2:6][CH2:7][CH2:8][CH2:9][C:10]([O:12][CH:13]1[CH2:18][C:17]([CH3:20])([CH3:19])[NH:16][C:15]([CH3:22])([CH3:21])[CH2:14]1)=[O:11].[C:35]([O:39]O)([CH3:38])([CH3:37])C>[Mo](=O)(=O)=O.C1CCCCC1>[C:1]([O:24][CH:25]1[CH2:30][C:29]([CH3:32])([CH3:31])[N:28]([O:39][CH:35]2[CH2:38][CH2:6][CH2:5][CH2:4][CH2:37]2)[C:27]([CH3:34])([CH3:33])[CH2:26]1)(=[O:23])[CH2:2][CH2:3][CH2:4][CH2:5][CH2:6][CH2:7][CH2:8][CH2:9][C:10]([O:12][CH:13]1[CH2:18][C:17]([CH3:19])([CH3:20])[N:16]([O:39][CH:35]2[CH2:38][CH2:3][CH2:2][CH2:1][CH2:37]2)[C:15]([CH3:21])([CH3:22])[CH2:14]1)=[O:11]. Procedure details: A mixture of 20.0 g (41.6 mmol) of di-(2,2,6,6-tetramethylpiperidin-4-yl) sebacate, 43 g (334 mmol) of 70% aqueous t-butyl hydroperoxide, 1.3 g (9.0 mmol) of molybdenum trioxide, and 125 ml of cyclohexane is heated at reflux for 2.3 hours. Water is collected in a Dean-Stark trap. The red reaction mixture is cooled and transferred to a Fischer-Porter bottle. Fresh cyclohexane (25 ml) is used to thoroughly rinse the flask, and the rinsings are added to the pressure bottle. The pressure bottle is i...